From a dataset of the Open Reaction Database (ORD), a public repository of structured organic reaction records. describe an organic reaction: reactants, conditions, products, and yield Reactants: CN1CCCC1=O, O=C(O)c1cc(Cl)c(F)c(Cl)c1F, [Na+], [OH-]. Yields the product O=C(O)c1cc(Cl)c(F)c(Cl)c1O. RXN SMILES: [CH3:16][N:17]1[CH2:18][CH2:19][CH2:20][C:21]1=[O:22].[Cl:1][c:2]1[c:3]([F:13])[c:4]([C:5](=[O:6])[OH:7])[cH:8][c:9]([Cl:12])[c:10]1[F:11].[Na+:15].[OH-:14]>>[Cl:1][c:2]1[c:3]([OH:14])[c:4]([C:5](=[O:6])[OH:7])[cH:8][c:9]([Cl:12])[c:10]1[F:11]. Reactants: OC[C@H]1CCC(N1)=O ((R)-5-hydroxymethylpyrrolidin-2-one), BrC1=CC(=C(C(=C1)F)C(=O)N1CCN(CC1)C1=NC=C(C=C1C)C)F ((4-bromo-2,6-difluorophenyl)[4-(3,5-dimethylpyridin-2-yl)piperazin-1-yl]methanone). Yields the product CC=1C(=NC=C(C1)C)N1CCN(CC1)C(=O)C1=C(C=C(C=C1F)N1C(CC[C@@H]1CO)=O)F ((R)-1-{4-[4-(3,5-dimethylpyridin-2-yl)piperazine-1-carbonyl]-3,5-difluorophenyl}-5-hydroxymethylpyrrolidin-2-one). Yield: 47.3%. Reaction SMILES: [OH:1][CH2:2][C@@H:3]1[NH:7][C:6](=[O:8])[CH2:5][CH2:4]1.Br[C:10]1[CH:15]=[C:14]([F:16])[C:13]([C:17]([N:19]2[CH2:24][CH2:23][N:22]([C:25]3[C:30]([CH3:31])=[CH:29][C:28]([CH3:32])=[CH:27][N:26]=3)[CH2:21][CH2:20]2)=[O:18])=[C:12]([F:33])[CH:11]=1>>[CH3:31][C:30]1[C:25]([N:22]2[CH2:23][CH2:24][N:19]([C:17]([C:13]3[C:14]([F:16])=[CH:15][C:10]([N:7]4[C@@H:3]([CH2:2][OH:1])[CH2:4][CH2:5][C:6]4=[O:8])=[CH:11][C:12]=3[F:33])=[O:18])[CH2:20][CH2:21]2)=[N:26][CH:27]=[C:28]([CH3:32])[CH:29]=1. Reported procedure: Using (R)-5-hydroxymethylpyrrolidin-2-one (116 mg) and (4-bromo-2,6-difluorophenyl)[4-(3,5-dimethylpyridin-2-yl)piperazin-1-yl]methanone (410 mg) described in Preparation Example 111 and by the reaction and treatment in the same manner as in Example 1, the title compound (210 mg) was obtained. Starting materials: C(C)(=O)OC1=COC(=CC1=O)C1=CC(=CC=C1)[N+](=O)[O-] (3-Acetoxy-6-(3-nitrophenyl)-4-pyrone). The reagents and catalysts are [Pd] (palladium on carbon). Run in CO (methanol). The product is C(C)(=O)OC1=COC(=CC1=O)C1=CC(=CC=C1)N (3-Acetoxy-6-(3-aminophenyl)-4-pyrone). The yield is 75.3%. Reaction SMILES: [C:1]([O:4][C:5]1[C:10](=[O:11])[CH:9]=[C:8]([C:12]2[CH:17]=[CH:16][CH:15]=[C:14]([N+:18]([O-])=O)[CH:13]=2)[O:7][CH:6]=1)(=[O:3])[CH3:2]>CO.[Pd]>[C:1]([O:4][C:5]1[C:10](=[O:11])[CH:9]=[C:8]([C:12]2[CH:17]=[CH:16][CH:15]=[C:14]([NH2:18])[CH:13]=2)[O:7][CH:6]=1)(=[O:3])[CH3:2]. Reported procedure: 3-Acetoxy-6-(3-nitrophenyl)-4-pyrone (1.80 g, 6.5 mmol) was dissolved in methanol (50 ml) and hydrogenated at 10 psi for 1 h, using 10% palladium on carbon catalyst (0.2 g, 11% (w/w)). The reaction mixture was then filtered through "hyflo" and the filtrate evaporated in vacuo. The residue was recrystallised from ethyl acetate:hexane (2:1) to afford the desired product (1.20 g, 75%) as a beige solid. mp 127°-129° C. 1H NMR (360 MHz, CDCl3) δ 2.35 (3H, s), 3.85 (2H, brs), 6.81 (1H, dd, J=8.0 and 1...